Dataset: the Open Reaction Database (ORD), a public repository of structured organic reaction records. Task: describe an organic reaction: reactants, conditions, products, and yield The product is CCCCC(=O)Nc1cccc(C2=NOC(c3cc(Cl)cc(Cl)c3)(C(F)(F)F)C2)c1. Reactants: CCCCC(=O)Cl, O=C([O-])O, CCOC(C)=O, Nc1cccc(C2=NOC(c3cc(Cl)cc(Cl)c3)(C(F)(F)F)C2)c1, [Na+], C1CCOC1, c1ccncc1. RXN SMILES: [C:31]([CH2:32][CH2:33][CH2:34][CH3:35])(=[O:36])[Cl:37].[C:38](=[O:39])([O-:40])[OH:41].[CH3:48][CH2:49][O:50][C:51](=[O:52])[CH3:53].[Cl:1][c:2]1[cH:3][c:4]([C:9]2([C:21]([F:22])([F:23])[F:24])[CH2:10][C:11]([c:14]3[cH:15][c:16]([NH2:20])[cH:17][cH:18][cH:19]3)=[N:12][O:13]2)[cH:5][c:6]([Cl:8])[cH:7]1.[Na+:42].[O:43]1[CH2:44][CH2:45][CH2:46][CH2:47]1.[cH:25]1[cH:26][cH:27][n:28][cH:29][cH:30]1>>[Cl:1][c:2]1[cH:3][c:4]([C:9]2([C:21]([F:22])([F:23])[F:24])[CH2:10][C:11]([c:14]3[cH:15][c:16]([NH:20][C:31]([CH2:32][CH2:33][CH2:34][CH3:35])=[O:36])[cH:17][cH:18][cH:19]3)=[N:12][O:13]2)[cH:5][c:6]([Cl:8])[cH:7]1. Starting materials: C(=O)(O)CC1=C(C(=O)O)C=CC(=C1)Cl (2-carboxymethyl-4-chlorobenzic acid), C1(=CC=C(C=C1)S(=O)(=O)O)C (p-toluenesulfonic acid), Br.NCCCS (3-aminopropanethiol hydrobromide), C(C)(=O)[O-].[Na+] (sodium acetate). Product: ClC1=CC=2C=C3N(C(C2C=C1)=O)CCCS3 (9-chloro-6-oxo-3,4-dihydro-2H,6H-1,3-thiazino[3,2-b]isoquinoline). Reaction SMILES: [C:1]([CH2:4][C:5]1[CH:13]=[C:12]([Cl:14])[CH:11]=[CH:10][C:6]=1[C:7]([OH:9])=O)(O)=O.Br.[NH2:16][CH2:17][CH2:18][CH2:19][SH:20].C([O-])(=O)C.[Na+].C1(C)C=CC(S(O)(=O)=O)=CC=1>>[Cl:14][C:12]1[CH:11]=[CH:10][C:6]2[C:7](=[O:9])[N:16]3[CH2:17][CH2:18][CH2:19][S:20][C:1]3=[CH:4][C:5]=2[CH:13]=1 |f:1.2,3.4|. Procedure: By following the same procedure as in Example 13 using 0.32 g. of 2-carboxymethyl-4-chlorobenzic acid, 0.37 g. of 3-aminopropanethiol hydrobromide, 0.172 g. of sodium acetate and 0.3 g. of p-toluenesulfonic acid, 0.15 g. of 9-chloro-6-oxo-3,4-dihydro-2H,6H-1,3-thiazino[3,2-b]isoquinoline was obtained. The reactants are [OH-].[Na+] (sodium hydroxide), CO (methanol), C1(=CC=CC=C1)\C(=C/C(=O)OCC)\C1=CC=NC=C1 (ethyl (E)-3-phenyl-3-(4-pyridyl)-acrylate). Run in O (water). Run at time 1 hour. The product is C1(=CC=CC=C1)\C(=C/C(=O)O)\C1=CC=NC=C1 ((E)-3-phenyl-3-(4-pyridyl)acrylic acid). Yield: 70.3%. RXN SMILES: [OH-].[Na+].CO.[C:5]1(/[C:11](/[C:18]2[CH:23]=[CH:22][N:21]=[CH:20][CH:19]=2)=[CH:12]\[C:13]([O:15]CC)=[O:14])[CH:10]=[CH:9][CH:8]=[CH:7][CH:6]=1>O>[C:5]1(/[C:11](/[C:18]2[CH:23]=[CH:22][N:21]=[CH:20][CH:19]=2)=[CH:12]\[C:13]([OH:15])=[O:14])[CH:6]=[CH:7][CH:8]=[CH:9][CH:10]=1 |f:0.1|. Procedure details: 20 ml of a 10% w/v aqueous solution of sodium hydroxide were added to 35 ml of a methanol solution containing 3,41 g of ethyl (E)-3-phenyl-3-(4-pyridyl)-acrylate (prepared as described in Preparation 2), and the mixture was stirred for 1 hour an room temperature. At the end of this time, the reaction solution was poured into 50 ml of water and washed with methylene chloride. Sufficient hydrochloric acid was added to the aqueous phase to adjust the pH to a value of 2.8. The resulting precipitate ... Solvent: O1CCCC1 (tetrahydrofuran), O1CCCC1 (tetrahydrofuran). Reported procedure: 46.0 mg (0.07 mmol) of the compound of Example 82A are provided in 2 ml of tetrahydrofuran, the solution is cooled to 0° C., 21.1 mg (0.08 mmol) of triphenylphosphine, dissolved in 1 ml of tetrahydrofuran are added dropwise, the reaction mixture is warmed to room temperature and stirred over night at this temperature. For the work-up the solvent is removed completely on a rotary evaporator, the residue is prepurified by preparative RP-HPLC (Method 6) and after fine purification by column chromat... Starting materials: Cl.N(=[N+]=[N-])CC(=O)N1C(CN(CC1C)C1=C(C=C2C(C(=CN(C2=C1OC)C1CC1)C(=O)NCC1=C(C=C(C=C1)Cl)Cl)=O)F)C (7-[(3RS,5SR)-4-(Azidoacetyl)-3,5-dimethylpiperazin-1-yl]-1-cyclopropyl-N-(2,4-dichlorobenzyl)-6-fluoro-8-methoxy-4-oxo-1,4-dihydroquinoline-3-carboxamide hydrochloride), C1(=CC=CC=C1)P(C1=CC=CC=C1)C1=CC=CC=C1 (triphenylphosphine). Conditions: temperature 0 celsius. Product: Cl.C1(CC1)N1C=C(C(C2=CC(=C(C(=C12)OC)N1CC(N(C(C1)C)C(CN)=O)C)F)=O)C(=O)NCC1=C(C=C(C=C1)Cl)Cl (1-Cyclopropyl-N-(2,4-dichlorobenzyl)-6-fluoro-7-[(3RS,5SR)-4-glycyl-3,5-dimethylpiperazin-1-yl]-8-methoxy-4-oxo-1,4-dihydroquinoline-3-carboxamide hydrochloride). Reaction SMILES: Cl.[N:2]([CH2:5][C:6]([N:8]1[CH:13]([CH3:14])[CH2:12][N:11]([C:15]2[C:24]([O:25][CH3:26])=[C:23]3[C:18]([C:19](=[O:42])[C:20]([C:30]([NH:32][CH2:33][C:34]4[CH:39]=[CH:38][C:37]([Cl:40])=[CH:36][C:35]=4[Cl:41])=[O:31])=[CH:21][N:22]3[CH:27]3[CH2:29][CH2:28]3)=[CH:17][C:16]=2[F:43])[CH2:10][CH:9]1[CH3:44])=[O:7])=[N+]=[N-].C1(P(C2C=CC=CC=2)C2C=CC=CC=2)C=CC=CC=1>O1CCCC1>[ClH:40].[CH:27]1([N:22]2[C:23]3[C:18](=[CH:17][C:16]([F:43])=[C:15]([N:11]4[CH2:10][CH:9]([CH3:44])[N:8]([C:6](=[O:7])[CH2:5][NH2:2])[CH:13]([CH3:14])[CH2:12]4)[C:24]=3[O:25][CH3:26])[C:19](=[O:42])[C:20]([C:30]([NH:32][CH2:33][C:34]3[CH:39]=[CH:38][C:37]([Cl:40])=[CH:36][C:35]=3[Cl:41])=[O:31])=[CH:21]2)[CH2:28][CH2:29]1 |f:0.1,4.5|.